describe an organic reaction: reactants, conditions, products, and yield From a dataset of the Open Reaction Database (ORD), a public repository of structured organic reaction records. Reactants: COC1=C(CN(S(=O)(=O)C2=C(C=C(C=C2F)O[C@@H]2[C@H](CCCC2)C=2C=NN(C2)COC)F)C2=NC=NC=C2)C=CC(=C1)OC (N-(2,4-dimethoxybenzyl)-2,6-difluoro-4-({(1S,2R)-2-[1-(methoxymethyl)-1H-pyrazol-4-yl]cyclohexyl}oxy)-N-(pyrimidin-4-yl)benzenesulfonamide), Cl (hydrochloric acid), C(C)[SiH](CC)CC (triethylsilane), FC(C(=O)O)(F)F (trifluoroacetic acid). Run in CO (methanol), ClCCl (dichloromethane). As a reaction SMILES: COC1C=C(OC)C=CC=1C[N:6]([C:33]1[CH:38]=[CH:37][N:36]=[CH:35][N:34]=1)[S:7]([C:10]1[C:15]([F:16])=[CH:14][C:13]([O:17][C@H:18]2[CH2:23][CH2:22][CH2:21][CH2:20][C@@H:19]2[C:24]2[CH:25]=[N:26][N:27](COC)[CH:28]=2)=[CH:12][C:11]=1[F:32])(=[O:9])=[O:8].C([SiH](CC)CC)C.FC(F)(F)C(O)=O.Cl>CO.ClCCl>[F:32][C:11]1[CH:12]=[C:13]([O:17][C@H:18]2[CH2:23][CH2:22][CH2:21][CH2:20][C@@H:19]2[C:24]2[CH:25]=[N:26][NH:27][CH:28]=2)[CH:14]=[C:15]([F:16])[C:10]=1[S:7]([NH:6][C:33]1[CH:38]=[CH:37][N:36]=[CH:35][N:34]=1)(=[O:8])=[O:9]. Reported procedure: The reaction and aftertreatment were conducted in the same manner as in Example 147e by using the N-(2,4-dimethoxybenzyl)-2,6-difluoro-4-({(1S,2R)-2-[1-(methoxymethyl)-1H-pyrazol-4-yl]cyclohexyl}oxy)-N-(pyrimidin-4-yl)benzenesulfonamide (40.5 mg, 0.0643 mmol) prepared in Example 171c, triethylsilane (0.055 mL), dichloromethane (1.0 mL), trifluoroacetic acid (1.0 mL), methanol (6.0 mL) and 6 M hydrochloric acid (2.0 mL), to yield the title compound (28.0 mg, 99%) as a colorless solid. Isolated yield 100.0%. Yields the product FC1=C(C(=CC(=C1)O[C@@H]1[C@H](CCCC1)C=1C=NNC1)F)S(=O)(=O)NC1=NC=NC=C1 (2,6-Difluoro-4-{[(1S,2R)-2-(1H-pyrazol-4-yl)cyclohexyl]oxy}-N-(pyrimidin-4-yl)benzenesulfonamide). RXN SMILES: [C:21](=[O:22])([O-:23])[O-:24].[CH2:1]([CH3:2])[O:3][c:4]1[cH:5][n:6][cH:7][n:8][cH:9]1.[Cl:27][CH2:28][Cl:29].[Na+:25].[Na+:26].[OH:10][O:11][C:12]([c:13]1[cH:14][c:15]([Cl:16])[cH:17][cH:18][cH:19]1)=[O:20]>>[CH2:1]([CH3:2])[O:3][c:4]1[cH:5][n:6][cH:7][n+:8]([O-:10])[cH:9]1. Product: CCOc1cnc[n+]([O-])c1. The reactants are O=C([O-])[O-], CCOc1cncnc1, ClCCl, [Na+], [Na+], O=C(OO)c1cccc(Cl)c1. The reactants are C(C)O[C@@H]1[C@H](C[C@@H]2CC[C@H]3[C@@H]4CC/C(=C/C)/[C@]4(CC([C@@H]3[C@]2(C1)C)=O)C)O ((Z)-2β-ethoxy-3α-hydroxy-5α-pregn-17(20)-en-11-one), C(C)O (ethanol), [Cl-].O[NH3+] (hydroxylammonium chloride). Solvent: [OH-].[Na+] (sodium hydroxide). The product is C(C)O[C@@H]1[C@H](C[C@@H]2CC[C@H]3[C@@H]4CC/C(=C/C)/[C@]4(CC([C@@H]3[C@]2(C1)C)=NO)C)O ((Z)-2β-Ethoxy-3α-hydroxy-5α-pregn-17(20)-en-11-one-11-oxime). The yield is 29.7%. RXN SMILES: [CH2:1]([O:3][C@H:4]1[CH2:22][C@@:21]2([CH3:23])[C@@H:7]([CH2:8][CH2:9][C@@H:10]3[C@@H:20]2[C:19](=O)[CH2:18][C@@:17]2([CH3:25])[C@H:11]3[CH2:12][CH2:13]/[C:14]/2=[CH:15]/[CH3:16])[CH2:6][C@@H:5]1[OH:26])[CH3:2].C(O)C.[Cl-].[OH:31][NH3+:32]>[OH-].[Na+]>[CH2:1]([O:3][C@H:4]1[CH2:22][C@@:21]2([CH3:23])[C@@H:7]([CH2:8][CH2:9][C@@H:10]3[C@@H:20]2[C:19](=[N:32][OH:31])[CH2:18][C@@:17]2([CH3:25])[C@H:11]3[CH2:12][CH2:13]/[C:14]/2=[CH:15]/[CH3:16])[CH2:6][C@@H:5]1[OH:26])[CH3:2] |f:2.3,4.5|. Reported procedure: A solution of (Z)-2β-ethoxy-3α-hydroxy-5α-pregn-17(20)-en-11-one (710 mg) in refluxing ethanol (21 ml) was treated with a slurry of hydroxylammonium chloride (1.43 g) in 50% aqueous sodium hydroxide. After 24 hour refluxing, the cooled reaction mixture was partitioned between ethyl acetate and water. The organic phase was washed with water and evaporated to a froth (710 mg). This material was retreated with hydroxylamine as above to give a froth (800 mg) which was purified by preparative TLC (4%... RXN SMILES: [CH3:1][CH:2]1[CH:3]([c:9]2[n:10][cH:11][cH:12][cH:13][cH:14]2)[CH2:4][CH2:5][CH:6]([CH3:8])[CH2:7]1.[CH3:23][C:24]([CH:25]=[CH:26][CH3:27])=[CH2:28].[CH:15]([c:16]1[cH:17][cH:18][cH:19][cH:20][n:21]1)=[CH2:22].[cH:29]1[cH:30][cH:31][n:32][cH:33][cH:34]1>>[CH3:1][CH:2]1[CH:3]([c:9]2[n:10][cH:11][cH:12][cH:13][cH:14]2)[CH2:4][CH2:5][C:6]([CH3:8])=[CH:7]1. The product is CC1=CC(C)C(c2ccccn2)CC1. The reactants are CC1CCC(c2ccccn2)C(C)C1, C=C(C)C=CC, C=Cc1ccccn1, c1ccncc1.